From a dataset of the Open Reaction Database (ORD), a public repository of structured organic reaction records. describe an organic reaction: reactants, conditions, products, and yield Starting materials: CC1(CC(CC(C1)=O)=O)C (5,5-dimethylcyclohexane-1,3-dione), ClC1=CC=C(C=C1)S(=O)(=O)N=C=O (p-chlorobenzenesulfonylisocyanate). The solvent is C1=CC=CC=C1 (benzene). Product: ClC1=CC=C(C=C1)S(=O)(=O)NC(=O)C1C(CC(CC1=O)(C)C)=O (2-(N-p-CHLOROBENZENESULFONYLCARBAMOYL)-5,5-DIMETHYLCYCLOHEXANE-1,3-DIONE). As a reaction SMILES: [CH3:1][C:2]1([CH3:10])[CH2:7][C:6](=[O:8])[CH2:5][C:4](=[O:9])[CH2:3]1.[Cl:11][C:12]1[CH:17]=[CH:16][C:15]([S:18]([N:21]=[C:22]=[O:23])(=[O:20])=[O:19])=[CH:14][CH:13]=1>C1C=CC=CC=1>[Cl:11][C:12]1[CH:13]=[CH:14][C:15]([S:18]([NH:21][C:22]([CH:5]2[C:6](=[O:8])[CH2:7][C:2]([CH3:10])([CH3:1])[CH2:3][C:4]2=[O:9])=[O:23])(=[O:19])=[O:20])=[CH:16][CH:17]=1. Procedure details: Reaction of equimolar amounts of 5,5-dimethylcyclohexane-1,3-dione with p-chlorobenzenesulfonylisocyanate in benzene according to the procedure of Example 1 affords 2-(N-p-CHLOROBENZENESULFONYLCARBAMOYL)-5,5-DIMETHYLCYCLOHEXANE-1,3-DIONE, m.p. 103°-105.5° C. (corr.). Reactants: O=C([O-])[O-], CCOC(C)=O, CCOC(=O)c1c(-c2ccc(OCC3CC3)cc2)c2cc(O)ccc2n1Cc1cccc(OC)c1, CCI, [K+], [K+], CN(C)C=O. The product is CCOC(=O)c1c(-c2ccc(OCC3CC3)cc2)c2cc(OCC)ccc2n1Cc1cccc(OC)c1. RXN SMILES: [C:4](=[O:5])([O-:6])[O-:7].[CH3:50][CH2:51][O:52][C:53](=[O:54])[CH3:55].[CH:10]1([CH2:13][O:14][c:15]2[cH:16][cH:17][c:18](-[c:21]3[c:22]([C:40](=[O:41])[O:42][CH2:43][CH3:44])[n:23]([CH2:31][c:32]4[cH:33][c:34]([O:38][CH3:39])[cH:35][cH:36][cH:37]4)[c:24]4[cH:25][cH:26][c:27]([OH:30])[cH:28][c:29]34)[cH:19][cH:20]2)[CH2:11][CH2:12]1.[I:1][CH2:2][CH3:3].[K+:8].[K+:9].[O:45]=[CH:46][N:47]([CH3:48])[CH3:49]>>[CH2:2]([CH3:3])[O:30][c:27]1[cH:26][cH:25][c:24]2[n:23]([CH2:31][c:32]3[cH:33][c:34]([O:38][CH3:39])[cH:35][cH:36][cH:37]3)[c:22]([C:40](=[O:41])[O:42][CH2:43][CH3:44])[c:21](-[c:18]3[cH:17][cH:16][c:15]([O:14][CH2:13][CH:10]4[CH2:11][CH2:12]4)[cH:20][cH:19]3)[c:29]2[cH:28]1. Reactants: Br[Mg]c1ccccc1, O=S(=O)(F)c1cccc(Br)c1, C1CCOC1. Product: O=S(=O)(c1ccccc1)c1cccc(Br)c1. RXN SMILES: [Br:12][Mg:13][c:14]1[cH:15][cH:16][cH:17][cH:18][cH:19]1.[Br:1][c:2]1[cH:3][c:4]([S:8](=[O:9])(=[O:10])[F:11])[cH:5][cH:6][cH:7]1.[CH2:20]1[O:21][CH2:22][CH2:23][CH2:24]1>>[Br:1][c:2]1[cH:3][c:4]([S:8](=[O:9])(=[O:10])[c:14]2[cH:15][cH:16][cH:17][cH:18][cH:19]2)[cH:5][cH:6][cH:7]1. Starting materials: OCCN1CCNCC1 (1-(2-hydroxyethyl)piperazine), COC=1C(C=CC=CC1)=O (2-methoxy-2,4,6-cycloheptatrien-1-one). Solvent: CO (methanol). The product is O=C1C(=CC=CC=C1)N1CCN(CC1)CCO (4-(2-oxo-3,5,7-cycloheptatrien-1-yl)-1-piperazine-ethanol). The yield is 51.1%. As a reaction SMILES: [OH:1][CH2:2][CH2:3][N:4]1[CH2:9][CH2:8][NH:7][CH2:6][CH2:5]1.CO[C:12]1[C:13](=[O:19])[CH:14]=[CH:15][CH:16]=[CH:17][CH:18]=1>CO>[O:19]=[C:13]1[CH:14]=[CH:15][CH:16]=[CH:17][CH:18]=[C:12]1[N:7]1[CH2:8][CH2:9][N:4]([CH2:3][CH2:2][OH:1])[CH2:5][CH2:6]1. Reported procedure: A mixture of 1-(2-hydroxyethyl)piperazine (10.0 g) and 2-methoxy-2,4,6-cycloheptatrien-1-one (10.9 g) in methanol (50 ml) was refluxed for 24 hr and evaporated. The residue was chromatographed on silica gel (100 g) using methanol-ethyl acetate (1:4). The eluates were evaporated and crystallized from ethyl acetate-hexane to give 4-(2-oxo-3,5,7-cycloheptatrien-1-yl)-1-piperazine-ethanol (9.2 g): mp 85°-86° C.; ir(CHCl3) 3440, 1616 and 1555 cm-1 ; nmr(CDCl3) δ2.55 (t, 2H), 2.63 (m, 4H), 3.30 (m, 4H... The reactants are CC(C)(C)[O-], FC(F)=C(F)OC(F)(F)C(F)(OC(F)(F)C(F)(F)C(F)(F)F)C(F)(F)F, [K+], C1CCOC1, COC(=O)c1cc(O)cc(C(=O)OC)c1. Yields the product COC(=O)c1cc(OC(F)(F)C(F)OC(F)(F)C(F)(OC(F)(F)C(F)(F)C(F)(F)F)C(F)(F)F)cc(C(=O)OC)c1. Reaction SMILES: [CH3:16][C:17]([CH3:18])([O-:19])[CH3:20].[F:22][C:23]([C:24]([C:25]([O:26][C:27]([C:28]([F:29])([F:30])[F:31])([C:32]([O:33][C:34](=[C:35]([F:36])[F:37])[F:38])([F:39])[F:40])[F:41])([F:42])[F:43])([F:44])[F:45])([F:46])[F:47].[K+:21].[O:48]1[CH2:49][CH2:50][CH2:51][CH2:52]1.[OH:1][c:2]1[cH:3][c:4]([C:12](=[O:13])[O:14][CH3:15])[cH:5][c:6]([C:7](=[O:8])[O:9][CH3:10])[cH:11]1>>[O:1]([c:2]1[cH:3][c:4]([C:12](=[O:13])[O:14][CH3:15])[cH:5][c:6]([C:7](=[O:8])[O:9][CH3:10])[cH:11]1)[C:35]([CH:34]([O:33][C:32]([C:27]([O:26][C:25]([C:24]([C:23]([F:22])([F:46])[F:47])([F:44])[F:45])([F:42])[F:43])([C:28]([F:29])([F:30])[F:31])[F:41])([F:39])[F:40])[F:38])([F:36])[F:37]. As a reaction SMILES: [OH-].[Na+].[CH2:3]([O:5][CH:6]([CH2:12][C:13]1[CH:18]=[CH:17][C:16]([O:19][CH2:20][CH2:21][O:22][N:23]=[C:24]([C:26]2[CH:31]=[CH:30][C:29]([C:32]3[CH:37]=[CH:36][CH:35]=[CH:34][N:33]=3)=[CH:28][CH:27]=2)[CH3:25])=[CH:15][CH:14]=1)[C:7]([O:9]CC)=[O:8])[CH3:4]>C(O)C>[CH2:3]([O:5][CH:6]([CH2:12][C:13]1[CH:14]=[CH:15][C:16]([O:19][CH2:20][CH2:21][O:22][N:23]=[C:24]([C:26]2[CH:27]=[CH:28][C:29]([C:32]3[CH:37]=[CH:36][CH:35]=[CH:34][N:33]=3)=[CH:30][CH:31]=2)[CH3:25])=[CH:17][CH:18]=1)[C:7]([OH:9])=[O:8])[CH3:4] |f:0.1|. Procedure: 1.30 ml of a 1N aqueous sodium hydroxide solution was added to a solution of 310 mg of ethyl 2-ethoxy-3-[4-[2-[[1-[4-(2-pyridyl)phenyl]ethylidene]aminoxy]ethoxy]phenyl]propionate obtained in Example 1 in 5 ml of ethanol, and the mixture was stirred at room temperature for 1.5 hours. After the reaction, the ethanol was evaporated under reduced pressure, and the pH of the mixture was adjusted to a value of 3 with 1N hydrochloric acid. The reaction mixture thus obtained was extracted with ethyl ace... Run in C(C)O (ethanol). The reactants are [OH-].[Na+] (sodium hydroxide), C(C)OC(C(=O)OCC)CC1=CC=C(C=C1)OCCON=C(C)C1=CC=C(C=C1)C1=NC=CC=C1 (Ethyl 2-ethoxy-3-[4-[2-[[1-[4-(2-pyridyl)phenyl]ethylidene]aminoxy]ethoxy]phenyl]propionate). The yield is 79.5%. Product: C(C)OC(C(=O)O)CC1=CC=C(C=C1)OCCON=C(C)C1=CC=C(C=C1)C1=NC=CC=C1 (2-Ethoxy-3-[4-[2-[[1-[4-(2-pyridyl)phenyl]ethylidene]aminoxy]ethoxy]phenyl]propionic acid). Conditions: time 1.5 hour.